The task is: describe an organic reaction: reactants, conditions, products, and yield. This data is from the Open Reaction Database (ORD), a public repository of structured organic reaction records. Starting materials: CC(C)(C)OC(=O)N1CCN(c2nccnc2Cl)CC1, C1COCCO1, Cl. Product: Clc1nccnc1N1CCNCC1. As a reaction SMILES: [C:2]([O:3][C:4](=[O:5])[N:9]1[CH2:10][CH2:11][N:12]([c:15]2[n:16][cH:17][cH:18][n:19][c:20]2[Cl:21])[CH2:13][CH2:14]1)([CH3:6])([CH3:7])[CH3:8].[CH2:22]1[O:23][CH2:24][CH2:25][O:26][CH2:27]1.[ClH:1]>>[NH:9]1[CH2:10][CH2:11][N:12]([c:15]2[n:16][cH:17][cH:18][n:19][c:20]2[Cl:21])[CH2:13][CH2:14]1. Starting materials: ClCCl, COc1c(Br)cc(CC(=O)NCCc2ccc(N)c(OCc3ccccc3)c2)cc1Br, Cc1ccc(S(=O)(=O)Cl)cc1, c1ccncc1. Yields the product COc1c(Br)cc(CC(=O)NCCc2ccc(NS(=O)(=O)c3ccc(C)cc3)c(OCc3ccccc3)c2)cc1Br. As a reaction SMILES: [CH2:49]([Cl:50])[Cl:51].[NH2:1][c:2]1[c:3]([O:24][CH2:25][c:26]2[cH:27][cH:28][cH:29][cH:30][cH:31]2)[cH:4][c:5]([CH2:8][CH2:9][NH:10][C:11]([CH2:12][c:13]2[cH:14][c:15]([Br:22])[c:16]([O:20][CH3:21])[c:17]([Br:19])[cH:18]2)=[O:23])[cH:6][cH:7]1.[c:32]1([CH3:42])[cH:33][cH:34][c:35]([S:38](=[O:39])(=[O:40])[Cl:41])[cH:36][cH:37]1.[cH:43]1[cH:44][cH:45][n:46][cH:47][cH:48]1>>[NH:1]([c:2]1[c:3]([O:24][CH2:25][c:26]2[cH:27][cH:28][cH:29][cH:30][cH:31]2)[cH:4][c:5]([CH2:8][CH2:9][NH:10][C:11]([CH2:12][c:13]2[cH:14][c:15]([Br:22])[c:16]([O:20][CH3:21])[c:17]([Br:19])[cH:18]2)=[O:23])[cH:6][cH:7]1)[S:38]([c:35]1[cH:34][cH:33][c:32]([CH3:42])[cH:37][cH:36]1)(=[O:39])=[O:40]. The reactants are CC=1C=C(OCCC(C)=O)C=CC1 (4-(3-methylphenoxy)-2-butanone), C[Mg]Br (methyl magnesium bromide), Mg, CI (MeI). Solvent: CCOCC (ether), CCOCC (ether). Conditions: time 30 minute. Yields the product CC(C)(CCOC1=CC(=CC=C1)C)O (2-Methyl-4(3-methylphenoxy)-2-butanol). Reaction SMILES: C[Mg]Br.[CH3:4]I.[CH3:6][C:7]1[CH:8]=[C:9]([CH:16]=[CH:17][CH:18]=1)[O:10][CH2:11][CH2:12][C:13](=[O:15])[CH3:14]>CCOCC>[CH3:14][C:13]([OH:15])([CH2:12][CH2:11][O:10][C:9]1[CH:16]=[CH:17][CH:18]=[C:7]([CH3:6])[CH:8]=1)[CH3:4]. Procedure details: To a solution of methyl magnesium bromide in ether (50 mL), prepared from Mg (572 mg, 23.56 mmol) and MeI (3.34 g, 23.56 mmol), was added 4-(3-methylphenoxy)-2-butanone (2.1 g, 11.78 mmol) in 10 mL ether. The solution was stirred at room temperature for 30 minutes, after which quenched with water and dil. Hydrochloric acid. The organic layer was separated, dried over sodium sulfate, filtered through a silica plug. Colorless syrup 1.91 g (83%). The reactants are Solid 2-[, C(N)(=O)COC1=C(OCC(=O)N)C=C(C=C1)S(=O)(=O)Cl (2-(carbamoylmethoxy)-5-(chlorosulfonyl)phenoxy acetamide), COC1=CC=C(C=C1)N (p-anisidine). Solvent: N1=CC=CC=C1 (pyridine). Reaction conditions: time 8 hour. Yields the product C(N)(=O)COC1=C(OCC(=O)N)C=CC(=C1)S(=O)(=O)NC1=CC=C(C=C1)OC (2-(2-(Carbamoylmethoxy)-4-{[(4-methoxyphenyl)amino]sulfonyl}phenoxy)acetamide). Isolated yield 60.5%. Reaction SMILES: [C:1]([CH2:4][O:5][C:6]1[CH:16]=[CH:15][C:14]([S:17](Cl)(=[O:19])=[O:18])=[CH:13][C:7]=1[O:8][CH2:9][C:10]([NH2:12])=[O:11])(=[O:3])[NH2:2].[CH3:21][O:22][C:23]1[CH:28]=[CH:27][C:26]([NH2:29])=[CH:25][CH:24]=1>N1C=CC=CC=1>[C:10]([CH2:9][O:8][C:7]1[CH:13]=[C:14]([S:17]([NH:29][C:26]2[CH:27]=[CH:28][C:23]([O:22][CH3:21])=[CH:24][CH:25]=2)(=[O:19])=[O:18])[CH:15]=[CH:16][C:6]=1[O:5][CH2:4][C:1]([NH2:2])=[O:3])(=[O:11])[NH2:12]. Reported procedure: Solid 2-[2-(carbamoylmethoxy)-5-(chlorosulfonyl)phenoxy acetamide (Intermediate A85, 161.25 g, 0.5 mol) was added to a solution of p-anisidine (49.2 g, 0.4 mol) in pyridine (3.5 L) and stirred at room temperature overnight under argon. The reaction mixture was concentrated under reduce pressure. The residue was treated with 0.75 M hydrochloric acid (3 L) and the resulting solid was collected. The solid was washed with water (3×1 L), methanol (750 mL) and dried to give 99 g (60%) of the title com...